The task is: describe an organic reaction: reactants, conditions, products, and yield. This data is from the Open Reaction Database (ORD), a public repository of structured organic reaction records. Starting materials: COc1cc(N2CCC(N3CC4CC3CN4C(=O)OC(C)(C)C)CC2)ccc1[N+](=O)[O-], ClCCl, O=C(O)C(F)(F)F, [Na+], O=C([O-])O. Product: COc1cc(N2CCC(N3CC4CC3CN4)CC2)ccc1[N+](=O)[O-]. Reaction SMILES: [CH3:1][O:2][c:3]1[cH:4][c:5]([N:12]2[CH2:13][CH2:14][CH:15]([N:18]3[CH:19]4[CH2:20][N:21]([C:25]([O:26][C:27]([CH3:28])([CH3:29])[CH3:30])=[O:31])[CH:22]([CH2:23]3)[CH2:24]4)[CH2:16][CH2:17]2)[cH:6][cH:7][c:8]1[N+:9](=[O:10])[O-:11].[Cl:44][CH2:45][Cl:46].[F:32][C:33]([F:34])([F:35])[C:36]([OH:37])=[O:38].[Na+:43].[O-:39][C:40]([OH:41])=[O:42]>>[CH3:1][O:2][c:3]1[cH:4][c:5]([N:12]2[CH2:13][CH2:14][CH:15]([N:18]3[CH:19]4[CH2:20][NH:21][CH:22]([CH2:23]3)[CH2:24]4)[CH2:16][CH2:17]2)[cH:6][cH:7][c:8]1[N+:9](=[O:10])[O-:11]. The reactants are FC1=CC=C(C=O)C=C1 (4-fluorobenzaldehyde), C(=O)(O)CS(=O)(=O)CS(=O)(=O)CC(=O)O (carboxymethane-sulfonylmethanesulfonyl-acetic acid). Solvent: C(C)(=O)O (acetic acid). Product: FC1=CC=C(/C=C/S(=O)(=O)CS(=O)(=O)\C=C\C2=CC=C(C=C2)F)C=C1 (bis((E)-4-Fluorostyrylsulfonyl)methane). Yield: 74.0%. RXN SMILES: [F:1][C:2]1[CH:9]=[CH:8][C:5]([CH:6]=O)=[CH:4][CH:3]=1.C([CH2:13][S:14]([CH2:17][S:18]([CH2:21][C:22](O)=O)(=[O:20])=[O:19])(=[O:16])=[O:15])(O)=O>C(O)(=O)C>[F:1][C:2]1[CH:9]=[CH:8][C:5](/[CH:6]=[CH:13]/[S:14]([CH2:17][S:18](/[CH:21]=[CH:22]/[C:5]2[CH:8]=[CH:9][C:2]([F:1])=[CH:3][CH:4]=2)(=[O:20])=[O:19])(=[O:16])=[O:15])=[CH:4][CH:3]=1. Procedure details: A solution of 4-fluorobenzaldehyde (2 mmol) and carboxymethane-sulfonylmethanesulfonyl-acetic acid (1 mmol) in acetic acid (10 mL) was subjected to General Procedure 1, to yield the title compound in 74% yield. m.p. 183-185° C. Reaction SMILES: [CH3:1][CH:2]1[N:3]([CH2:7][CH:8]2[N:9]([C:13](=[O:14])[c:15]3[cH:16][cH:17][c:18]([B:21]4[O:22][C:23]([CH3:24])([CH3:25])[C:26]([CH3:27])([CH3:28])[O:29]4)[cH:19][cH:20]3)[CH2:10][CH2:11][CH2:12]2)[CH2:4][CH2:5][CH2:6]1.[N:30]1([C:34](=[O:35])[c:36]2[s:37][c:38]([Br:41])[cH:39][cH:40]2)[CH2:31][CH2:32][CH2:33]1>>[CH3:1][CH:2]1[N:3]([CH2:7][CH:8]2[N:9]([C:13](=[O:14])[c:15]3[cH:16][cH:17][c:18](-[c:38]4[s:37][c:36]([C:34]([N:30]5[CH2:31][CH2:32][CH2:33]5)=[O:35])[cH:40][cH:39]4)[cH:19][cH:20]3)[CH2:10][CH2:11][CH2:12]2)[CH2:4][CH2:5][CH2:6]1. The reactants are CC1CCCN1CC1CCCN1C(=O)c1ccc(B2OC(C)(C)C(C)(C)O2)cc1, O=C(c1ccc(Br)s1)N1CCC1. The product is CC1CCCN1CC1CCCN1C(=O)c1ccc(-c2ccc(C(=O)N3CCC3)s2)cc1.